From a dataset of the Open Reaction Database (ORD), a public repository of structured organic reaction records. describe an organic reaction: reactants, conditions, products, and yield Reactants: BrC=1C(=NC(=CC1)N1CC(C1)(C)O)[C@H](CC1=CC(=CC(=C1)F)F)NC(OC(C)(C)C)=O ((S)-tert-butyl (1-(3-bromo-6-(3-hydroxy-3-methylazetidin-1-yl)pyridin-2-yl)-2-(3,5-difluorophenyl)ethyl)carbamate). The solvent is C(=O)(C(F)(F)F)O.C(Cl)Cl (TFA methylene chloride). Run at time 2 hour. Product: N[C@@H](CC1=CC(=CC(=C1)F)F)C1=C(C=CC(=N1)N1CC(C1)(O)C)Br ((S)-1-(6-(1-amino-2-(3,5-difluorophenyl)ethyl)-5-bromopyridin-2-yl)-3-methylazetidin-3-ol). Reaction SMILES: [Br:1][C:2]1[C:3]([C@@H:14]([NH:24]C(=O)OC(C)(C)C)[CH2:15][C:16]2[CH:21]=[C:20]([F:22])[CH:19]=[C:18]([F:23])[CH:17]=2)=[N:4][C:5]([N:8]2[CH2:11][C:10]([OH:13])([CH3:12])[CH2:9]2)=[CH:6][CH:7]=1>C(O)(C(F)(F)F)=O.C(Cl)Cl>[NH2:24][C@H:14]([C:3]1[N:4]=[C:5]([N:8]2[CH2:11][C:10]([CH3:12])([OH:13])[CH2:9]2)[CH:6]=[CH:7][C:2]=1[Br:1])[CH2:15][C:16]1[CH:17]=[C:18]([F:23])[CH:19]=[C:20]([F:22])[CH:21]=1 |f:1.2|. Reported procedure: Compound 42G (64 mg, 0.13 mmol) was dissolved in 2 mL of 20% TFA/methylene chloride. The reaction mixture was stirred at room temperature for 2 hours and then partitioned between EtOAc and saturated aq. NaHCO3. The organic layer was separated and concentrated to afford the title product. MS (m/z) 398.03[M+H]+.